This data is from the Open Reaction Database (ORD), a public repository of structured organic reaction records. The task is: describe an organic reaction: reactants, conditions, products, and yield Reactants: C(C)(C)(C)OC(=O)NCC1=NC(=C2NC(N(C2=N1)C1=C(C=C(C(=C1)OCC1=C(C(=CC=C1OC)F)F)OC)Cl)=O)OC (2-(tert-butoxycarbonylaminomethyl)-9-[2-chloro-5-(2,3-difluoro-6-methoxybenzyloxy)-4-methoxyphenyl]-6-methoxy-7,9-dihydro-8H-purin-8-one), Cl (hydrochloric acid), C(C)OCC (diethyl ether). The solvent is O1CCCC1 (tetrahydrofuran). Conditions: time 1 hour. Yields the product Cl.NCC1=NC(=C2NC(N(C2=N1)C1=C(C=C(C(=C1)OCC1=C(C(=CC=C1OC)F)F)OC)Cl)=O)OC (2-Aminomethyl-9-[2-chloro-5-(2,3-difluoro-6-methoxybenzyloxy)-4-methoxyphenyl]-6-methoxy-7,9-dihydro-8H-purin-8-one hydrochloride). Isolated yield 86.9%. RXN SMILES: C(OC([NH:8][CH2:9][C:10]1[N:18]=[C:17]2[C:13]([NH:14][C:15](=[O:40])[N:16]2[C:19]2[CH:24]=[C:23]([O:25][CH2:26][C:27]3[C:32]([O:33][CH3:34])=[CH:31][CH:30]=[C:29]([F:35])[C:28]=3[F:36])[C:22]([O:37][CH3:38])=[CH:21][C:20]=2[Cl:39])=[C:12]([O:41][CH3:42])[N:11]=1)=O)(C)(C)C.Cl.C(OCC)C>O1CCCC1>[ClH:39].[NH2:8][CH2:9][C:10]1[N:18]=[C:17]2[C:13]([NH:14][C:15](=[O:40])[N:16]2[C:19]2[CH:24]=[C:23]([O:25][CH2:26][C:27]3[C:32]([O:33][CH3:34])=[CH:31][CH:30]=[C:29]([F:35])[C:28]=3[F:36])[C:22]([O:37][CH3:38])=[CH:21][C:20]=2[Cl:39])=[C:12]([O:41][CH3:42])[N:11]=1 |f:4.5|. Procedure details: To a solution of 2-(tert-butoxycarbonylaminomethyl)-9-[2-chloro-5-(2,3-difluoro-6-methoxybenzyloxy)-4-methoxyphenyl]-6-methoxy-7,9-dihydro-8H-purin-8-one (36 mg) in tetrahydrofuran (1 mL) was added hydrochloric acid (4 mol/L ethyl acetate solution, 2 mL) under ice-cooling, and the mixture was stirred at the same temperature for 1 hour, and then stirred at room temperature for 3 hours. To the reaction mixture was added diethyl ether, and the insoluble material was collected by filtration. The col... Reactants: ClC1=NC=C(C(=N1)Cl)Cl (2,4,5-Trichloro-pyrimidine), FC1=C(N)C(=CC=C1)OC (2-Fluoro-6-methoxyaniline). Product: ClC1=NC=C(C(=N1)NC1=C(C=CC=C1OC)F)Cl ((2,5-Dichloro-pyrimidin-4-yl)-(2-fluoro-6-methoxy-phenyl)-amine), solid. Isolated yield 62.0%. Reaction SMILES: [Cl:1][C:2]1[N:7]=[C:6](Cl)[C:5]([Cl:9])=[CH:4][N:3]=1.[F:10][C:11]1[CH:17]=[CH:16][CH:15]=[C:14]([O:18][CH3:19])[C:12]=1[NH2:13]>>[Cl:1][C:2]1[N:7]=[C:6]([NH:13][C:12]2[C:14]([O:18][CH3:19])=[CH:15][CH:16]=[CH:17][C:11]=2[F:10])[C:5]([Cl:9])=[CH:4][N:3]=1. Procedure: (2,5-Dichloro-pyrimidin-4-yl)-(2-fluoro-6-methoxy-phenyl)-amine was prepared from 2,4,5-Trichloro-pyrimidine and 2-Fluoro-6-methoxyaniline in an analogous manner to Example 1230a. Title product was obtained as an off white solid (3.80 g, 62%). MP=133-135. LCMS 289.03 (M+H), HPLC purity=94%, 1H-NMR (DMSO-d6, 400 MHz) δ 9.24 (s, 1H), 8.35 (s, 1H), 7.39-7.35 (m, 1H), 7.00-6.91 (m, 2H), 3.80 (s, 3H). Reactants: N1(C=NC=C1)C=1SC=C(N1)CO ((2-imidazol-1-ylthiazol-4-yl)methanol). The reagents and catalysts are O=[Mn]=O (MnO2). The solvent is C(Cl)Cl (CH2Cl2). The product is N1(C=NC=C1)C=1SC=C(N1)C=O (2-imidazol-1-ylthiazole-4-carbaldehyde). As a reaction SMILES: [N:1]1([C:6]2[S:7][CH:8]=[C:9]([CH2:11][OH:12])[N:10]=2)[CH:5]=[CH:4][N:3]=[CH:2]1>C(Cl)Cl.O=[Mn]=O>[N:1]1([C:6]2[S:7][CH:8]=[C:9]([CH:11]=[O:12])[N:10]=2)[CH:5]=[CH:4][N:3]=[CH:2]1. Procedure: MnO2 (3.28 g; 37.75 mmol) was added to a solution of (2-imidazol-1-ylthiazol-4-yl)methanol (0.33 g; 1.82 mmol), prepared as described in the above step, in CH2Cl2 (30 ml). Reactants: [BH-](OC(=O)C)(OC(=O)C)OC(=O)C.[Na+] (NaBH(OAc)3), C(CC(O)(C(=O)O)CC(=O)O)(=O)O (citric acid), O=C1CCN(CC1)C(=O)OC(C)(C)C (tert.butyl 4-oxo-piperidin-1-carboxylate), C(#N)C1CCNCC1 (4-cyanopiperidine), CC(=O)O (AcOH). Solvent: O (water), C(Cl)Cl (DCM). Reaction conditions: time 8 hour. Product: C(#N)C1CCN(CC1)C1CCN(CC1)C(=O)OC(C)(C)C (tert.butyl 4-cyano-[1,4′]bipiperidinyl-1′-carboxylate). Reaction SMILES: [BH-](OC(C)=O)(OC(C)=O)OC(C)=O.[Na+].O=[C:16]1[CH2:21][CH2:20][N:19]([C:22]([O:24][C:25]([CH3:28])([CH3:27])[CH3:26])=[O:23])[CH2:18][CH2:17]1.[C:29]([CH:31]1[CH2:36][CH2:35][NH:34][CH2:33][CH2:32]1)#[N:30].CC(O)=O.C(O)(=O)CC(CC(O)=O)(C(O)=O)O>C(Cl)Cl.O>[C:29]([CH:31]1[CH2:36][CH2:35][N:34]([CH:16]2[CH2:21][CH2:20][N:19]([C:22]([O:24][C:25]([CH3:28])([CH3:27])[CH3:26])=[O:23])[CH2:18][CH2:17]2)[CH2:33][CH2:32]1)#[N:30] |f:0.1|. Reported procedure: 6.09 g (27.3 mmol) of NaBH(OAc)3 were added batchwise to a suspension, cooled to 0° C., of 5.44 g (27.3 mmol) tert.butyl 4-oxo-piperidin-1-carboxylate, 3.00 g (27.2 mmol) 4-cyanopiperidine and 1.6 mL (28.0 mmol) AcOH in 400 mL DCM and the reaction mixture was stirred overnight, while warming up to RT. 400 mL water were added and the mixture was acidified with citric acid. The organic phase was separated off, the aqueous phase was made alkaline with saturated NaHCO3 solution and extracted exhaust... The reactants are C1CCOC1, CC(C)Oc1cc(N)n[nH]1, CCN(C(C)C)C(C)C, CC(Nc1nc(F)c(F)cc1[N+](=O)[O-])c1ccc(F)cc1. The product is CC(C)Oc1cc(Nc2nc(NC(C)c3ccc(F)cc3)c([N+](=O)[O-])cc2F)n[nH]1. Reaction SMILES: [CH2:41]1[O:42][CH2:43][CH2:44][CH2:45]1.[CH:22]([CH3:23])([CH3:24])[O:25][c:26]1[cH:27][c:28]([NH2:31])[n:29][nH:30]1.[CH:32]([N:33]([CH2:34][CH3:35])[CH:36]([CH3:37])[CH3:38])([CH3:39])[CH3:40].[F:1][c:2]1[cH:3][c:4]([N+:19](=[O:20])[O-:21])[c:5]([NH:9][CH:10]([CH3:11])[c:12]2[cH:13][cH:14][c:15]([F:18])[cH:16][cH:17]2)[n:6][c:7]1[F:8]>>[F:1][c:2]1[cH:3][c:4]([N+:19](=[O:20])[O-:21])[c:5]([NH:9][CH:10]([CH3:11])[c:12]2[cH:13][cH:14][c:15]([F:18])[cH:16][cH:17]2)[n:6][c:7]1[NH:31][c:28]1[cH:27][c:26]([O:25][CH:22]([CH3:23])[CH3:24])[nH:30][n:29]1. The reactants are ClC1=NC(=CC2=CC=C(C=C12)Cl)N(C)C1=CC=C(OC(C(=O)OCC)C)C=C1 (ethyl 2-{4-[N-(1,7-dichloroisoquinolin-3-yl)-N-methylamino]phenoxy}propionate), [F-].[K+] (potassium fluoride), CS(=O)C (dimethyl sulfoxide). Solvent: C(Cl)Cl (methylene chloride). Run at temperature 160 celsius, time 48 hour. Yields the product ClC1=CC=C2C=C(N=C(C2=C1)SC)N(C)C1=CC=C(OC(C(=O)OCC)C)C=C1 (Ethyl 2-{4-[N-(7-chloro-1-methylthioisoquinolin-3-yl)-N-methylamino]phenoxy}propionate), ClC1=CC=C2C=C(N=C(C2=C1)F)N(C)C1=CC=C(OC(C(=O)OCC)C)C=C1 (ethyl 2-{4-[N-(7-chloro-1-fluoroisoquinolin-3-yl)-N-methylamino]phenoxy}propionate). RXN SMILES: Cl[C:2]1[C:11]2[C:6](=[CH:7][CH:8]=[C:9]([Cl:12])[CH:10]=2)[CH:5]=[C:4]([N:13]([C:15]2[CH:28]=[CH:27][C:18]([O:19][CH:20]([CH3:26])[C:21]([O:23][CH2:24][CH3:25])=[O:22])=[CH:17][CH:16]=2)[CH3:14])[N:3]=1.[F-:29].[K+].[CH3:31][S:32](C)=O>C(Cl)Cl>[Cl:12][C:9]1[CH:10]=[C:11]2[C:6]([CH:5]=[C:4]([N:13]([C:15]3[CH:28]=[CH:27][C:18]([O:19][CH:20]([CH3:26])[C:21]([O:23][CH2:24][CH3:25])=[O:22])=[CH:17][CH:16]=3)[CH3:14])[N:3]=[C:2]2[S:32][CH3:31])=[CH:7][CH:8]=1.[Cl:12][C:9]1[CH:10]=[C:11]2[C:6]([CH:5]=[C:4]([N:13]([C:15]3[CH:28]=[CH:27][C:18]([O:19][CH:20]([CH3:26])[C:21]([O:23][CH2:24][CH3:25])=[O:22])=[CH:17][CH:16]=3)[CH3:14])[N:3]=[C:2]2[F:29])=[CH:7][CH:8]=1 |f:1.2|. Procedure details: A mixture of ethyl 2-{4-[N-(1,7-dichloroisoquinolin-3-yl)-N-methylamino]phenoxy}propionate (0.90 g), anhydrous potassium fluoride (1.50 g) and dry dimethyl sulfoxide (10 ml) was stirred at 160° C. for 48 hrs. The cooled mixture was dissolved in methylene chloride and washed repeatedly with water, then dried (MgSO4) and evaporated to give a crude, brown oil. Purification by column chromatography over silica gel (eluant: methylene chloride/hexane) gave Ethyl 2-{4-[N-(7-chloro-1-methylthioisoquinol... Starting materials: ClC1=CC2=C(C3=C(CN=C2C2=C(C=CC=C2)F)C=NC=N3)C=C1 (9-chloro-7-(2-fluorophenyl)-5H-pyrimido[5,4-d][2]benzazepine), ClC1=CC(=CC=C1)C(=O)OO (m-chloroperbenzoic acid). Solvent: C(Cl)Cl (methylene chloride). Product: ClC1=CC2=C(C3=C(C[N+](=C2C2=C(C=CC=C2)F)[O-])C=NC=N3)C=C1 (9-Chloro-7-(2-fluorophenyl)-5H-pyrimido[5,4-d][2]-benzazepine-6-oxide). Reaction SMILES: [Cl:1][C:2]1[CH:23]=[CH:22][C:5]2[C:6]3[N:21]=[CH:20][N:19]=[CH:18][C:7]=3[CH2:8][N:9]=[C:10]([C:11]3[CH:16]=[CH:15][CH:14]=[CH:13][C:12]=3[F:17])[C:4]=2[CH:3]=1.ClC1C=CC=C(C(OO)=[O:32])C=1>C(Cl)Cl>[Cl:1][C:2]1[CH:23]=[CH:22][C:5]2[C:6]3[N:21]=[CH:20][N:19]=[CH:18][C:7]=3[CH2:8][N+:9]([O-:32])=[C:10]([C:11]3[CH:16]=[CH:15][CH:14]=[CH:13][C:12]=3[F:17])[C:4]=2[CH:3]=1. Procedure: A solution of 3.2 g (10 mmoles) of 9-chloro-7-(2-fluorophenyl)-5H-pyrimido[5,4-d][2]benzazepine, 3 g (15 mmoles) of 85% m-chloroperbenzoic acid in 100 ml of methylene chloride was stirred at room temperature for 4 hours. The reaction mixture was washed with an excess of ice cold dilute sodium hydroxide, dried over anhydrous sodium sulfate and filtered over hyflo. The filtrate was concentrated at reduced pressure to dryness. The residue was crystallized from a mixture of methylene chloride and et... Starting materials: C1(=CC=CC=C1)[C@@H](C)N[C@H]1[C@H](CN(CC1)C(=O)OC(C)(C)C)C(=O)OCC ((3S,4R)-1-tert-butyl 3-ethyl 4-((R)-1-phenylethylamino)-piperidine-1,3-dicarboxylate), C(=O)[O-].[NH4+] (ammonium formate). The reagents and catalysts are [Pd] (Pd/C). The solvent is CCO (EtOH). The product is N[C@H]1[C@H](CN(CC1)C(=O)OC(C)(C)C)C(=O)OCC ((3S,4R)-1-tert-butyl 3-ethyl 4-aminopiperidine-1,3-dicarboxylate). The yield is 95.8%. As a reaction SMILES: C1([C@H]([NH:9][C@@H:10]2[CH2:15][CH2:14][N:13]([C:16]([O:18][C:19]([CH3:22])([CH3:21])[CH3:20])=[O:17])[CH2:12][C@@H:11]2[C:23]([O:25][CH2:26][CH3:27])=[O:24])C)C=CC=CC=1.C([O-])=O.[NH4+]>CCO.[Pd]>[NH2:9][C@@H:10]1[CH2:15][CH2:14][N:13]([C:16]([O:18][C:19]([CH3:20])([CH3:21])[CH3:22])=[O:17])[CH2:12][C@@H:11]1[C:23]([O:25][CH2:26][CH3:27])=[O:24] |f:1.2|. Procedure: A solution of 252C (2.6 g, 6.9 mmol) in EtOH (100 mL) was treated with ammonium formate (3.5 g, 55.3 mmol) and 10% Pd/C (390 mg). The reaction mixture was heated to reflux under a nitrogen atmosphere for three hours. The resulting suspension was filtered through a pad of celite and concentrated in vacuo to afford 1.8 g (yield: 96%) Compound 259A as a solid.